This data is from the Open Reaction Database (ORD), a public repository of structured organic reaction records. The task is: describe an organic reaction: reactants, conditions, products, and yield Starting materials: C1(CCCCC1)C(C=1SC2=C(C1C)C=CC=C2)NC=2C=CC(=NC2)C(=O)OC (methyl 5-{[cyclohexyl(3-methyl-1-benzothiophen-2-yl)methyl]amino}pyridine-2-carboxylate), C(C)O (ethanol), [OH-].[Na+] (sodium hydroxide). Solvent: O1CCCC1 (tetrahydrofuran). Run at time 8 hour. Yields the product C1(CCCCC1)C(C=1SC2=C(C1C)C=CC=C2)NC=2C=CC(=NC2)C(=O)O (5-{[cyclohexyl(3-methyl-1-benzothiophen-2-yl)methyl]amino}pyridine-2-carboxylic acid). Reaction SMILES: [CH:1]1([CH:7]([NH:18][C:19]2[CH:20]=[CH:21][C:22]([C:25]([O:27]C)=[O:26])=[N:23][CH:24]=2)[C:8]2[S:9][C:10]3[CH:17]=[CH:16][CH:15]=[CH:14][C:11]=3[C:12]=2[CH3:13])[CH2:6][CH2:5][CH2:4][CH2:3][CH2:2]1.C(O)C.[OH-].[Na+]>O1CCCC1>[CH:1]1([CH:7]([NH:18][C:19]2[CH:20]=[CH:21][C:22]([C:25]([OH:27])=[O:26])=[N:23][CH:24]=2)[C:8]2[S:9][C:10]3[CH:17]=[CH:16][CH:15]=[CH:14][C:11]=3[C:12]=2[CH3:13])[CH2:6][CH2:5][CH2:4][CH2:3][CH2:2]1 |f:2.3|. Procedure: To a mixture of methyl 5-{[cyclohexyl(3-methyl-1-benzothiophen-2-yl)methyl]amino}pyridine-2-carboxylate (460 mg) synthesized above, ethanol (5 mL) and tetrahydrofuran (5 mL) was added 1N aqueous sodium hydroxide solution (5.00 mL), and the mixture was stirred overnight with heating under reflux, and concentrated under reduced pressure. The residue was dissolved in water (10 mL), 1N hydrochloric acid (5.00 mL) was added at 0° C., and the mixture was extracted with ethyl acetate. The extract was w...